From a dataset of the Open Reaction Database (ORD), a public repository of structured organic reaction records. describe an organic reaction: reactants, conditions, products, and yield Starting materials: CNCCN1CCOCC1, CC#N, CCN(C(C)C)C(C)C, COC(=O)CCC(C(N)=O)N1Cc2c(OCc3ccc(CCl)cc3)cccc2C1=O. The product is COC(=O)CCC(C(N)=O)N1Cc2c(OCc3ccc(CN(C)CCN4CCOCC4)cc3)cccc2C1=O. RXN SMILES: [CH3:31][NH:32][CH2:33][CH2:34][N:35]1[CH2:36][CH2:37][O:38][CH2:39][CH2:40]1.[CH3:50][C:51]#[N:52].[CH:41]([N:42]([CH2:43][CH3:44])[CH:45]([CH3:46])[CH3:47])([CH3:48])[CH3:49].[NH2:1][C:2]([CH:3]([CH2:4][CH2:5][C:6](=[O:7])[O:8][CH3:9])[N:10]1[C:11](=[O:29])[c:12]2[cH:13][cH:14][cH:15][c:16]([O:19][CH2:20][c:21]3[cH:22][cH:23][c:24]([CH2:27][Cl:28])[cH:25][cH:26]3)[c:17]2[CH2:18]1)=[O:30]>>[NH2:1][C:2]([CH:3]([CH2:4][CH2:5][C:6](=[O:7])[O:8][CH3:9])[N:10]1[C:11](=[O:29])[c:12]2[cH:13][cH:14][cH:15][c:16]([O:19][CH2:20][c:21]3[cH:22][cH:23][c:24]([CH2:27][N:32]([CH3:31])[CH2:33][CH2:34][N:35]4[CH2:36][CH2:37][O:38][CH2:39][CH2:40]4)[cH:25][cH:26]3)[c:17]2[CH2:18]1)=[O:30]. Starting materials: solution, C[Sn](C)(C)Cl (trimethyltin chloride), ClC1=C2C(=NC=C1)N(C=C2I)S(=O)(=O)C2=CC=C(C=C2)C (4-chloro-3-iodo-1-[(4-methylphenyl)sulfonyl]-1H-pyrrolo[2,3-b]pyridine), [F-].[K+] (potassium fluoride), C(C)(C)(C)[Li] (tert-butyllithium). Solvent: C1CCOC1 (THF), C1CCOC1 (THF). Run at temperature -78 celsius, time 30 minute. The product is ClC1=C2C(=NC=C1)N(C=C2[Sn](C)(C)C)S(=O)(=O)C2=CC=C(C=C2)C (4-Chloro-1-[(4-methylphenyl)sulfonyl]-3-(trimethylstannyl)-1H-pyrrolo[2,3-b]pyridine). RXN SMILES: [Cl:1][C:2]1[CH:7]=[CH:6][N:5]=[C:4]2[N:8]([S:12]([C:15]3[CH:20]=[CH:19][C:18]([CH3:21])=[CH:17][CH:16]=3)(=[O:14])=[O:13])[CH:9]=[C:10](I)[C:3]=12.C([Li])(C)(C)C.[CH3:27][Sn:28](Cl)([CH3:30])[CH3:29].[F-].[K+]>C1COCC1>[Cl:1][C:2]1[CH:7]=[CH:6][N:5]=[C:4]2[N:8]([S:12]([C:15]3[CH:20]=[CH:19][C:18]([CH3:21])=[CH:17][CH:16]=3)(=[O:14])=[O:13])[CH:9]=[C:10]([Sn:28]([CH3:30])([CH3:29])[CH3:27])[C:3]=12 |f:3.4|. Procedure: In a Schlenk flask (dried by heating under high vacuum and venting with argon), 1.0 g of 4-chloro-3-iodo-1-[(4-methylphenyl)sulfonyl]-1H-pyrrolo[2,3-b]pyridine (2.31 mmol) is initially charged in anhydrous THF (30 ml) and cooled to −78° C. 2.85 ml of tert-butyllithium (1.7 M in pentane) (4.85 mmol) is then slowly added dropwise, and the mixture is stirred at −78° C. for 30 min. 2.42 ml of a 1 M solution of trimethyltin chloride in THF are then added dropwise, and the mixture is allowed to warm t... The reactants are N1CCOCC1 (morpholine), C(C=C)(=O)OC (methyl acrylate). Solvent: ClCCl (dichloromethane). Reaction conditions: time 3 day. The product is N1(CCOCC1)CCC(=O)OC (Methyl 3-(4-Morpholinyl)propanoate). Isolated yield 98.4%. Reaction SMILES: [NH:1]1[CH2:6][CH2:5][O:4][CH2:3][CH2:2]1.[C:7]([O:11][CH3:12])(=[O:10])[CH:8]=[CH2:9]>ClCCl>[N:1]1([CH2:9][CH2:8][C:7]([O:11][CH3:12])=[O:10])[CH2:6][CH2:5][O:4][CH2:3][CH2:2]1. Reported procedure: A solution of 4.9 ml (56 mmol) of morpholine in 50 ml of dichloromethane was treated dropwise with 5.0 ml (56 mmol) of methyl acrylate. The resulting solution was allowed to stand at ambient temperature for 3 days, after which it was concentrated in vacuo to an oil. Chromatography on silica gel using 0.5% methanol/2% isopropylamine in chloroform provided 9.54 g (99%) of the desired compound as a colorless liquid.